This data is from the Open Reaction Database (ORD), a public repository of structured organic reaction records. The task is: describe an organic reaction: reactants, conditions, products, and yield The reactants are ClC=1OC(=C(N1)C1=CC=C(C=C1)Cl)CCCOC1=C(C=CC=C1)OC (2-chloro-4-(4-chlorophenyl)-5-[3-(2-methoxyphenoxy)propyl]oxazole), CNCCO (N-methylethanolamine), CC(CC)=O (2-butanone). The solvent is O (water). Product: ClC1=CC=C(C=C1)C=1N=C(OC1CCCOC1=C(C=CC=C1)OC)N(C)CCO (4-(4-chlorophenyl)-2-[N-(2-hydroxyethyl)-N-methylamino]-5-[3-(2-methoxyphenoxy)propyl]oxazole), oil. Isolated yield 26.0%. RXN SMILES: Cl[C:2]1[O:3][C:4]([CH2:14][CH2:15][CH2:16][O:17][C:18]2[CH:23]=[CH:22][CH:21]=[CH:20][C:19]=2[O:24][CH3:25])=[C:5]([C:7]2[CH:12]=[CH:11][C:10]([Cl:13])=[CH:9][CH:8]=2)[N:6]=1.[CH3:26][NH:27][CH2:28][CH2:29][OH:30].CC(=O)CC>O>[Cl:13][C:10]1[CH:11]=[CH:12][C:7]([C:5]2[N:6]=[C:2]([N:27]([CH2:28][CH2:29][OH:30])[CH3:26])[O:3][C:4]=2[CH2:14][CH2:15][CH2:16][O:17][C:18]2[CH:23]=[CH:22][CH:21]=[CH:20][C:19]=2[O:24][CH3:25])=[CH:8][CH:9]=1. Reported procedure: A mixture of 2-chloro-4-(4-chlorophenyl)-5-[3-(2-methoxyphenoxy)propyl]oxazole (378 mg), N-methylethanolamine (750 mg) and 2-butanone (10 ml) was stirred with heating under reflux for 6 hours. The reaction mixture was poured into water (100 ml) and extracted with ethyl acetate (100 ml×2). The organic layer was washed with water (100 ml), dried over anhydrous magnesium sulfate and then concentrated. The residue was subjected to silica gel column chromatography, and 4-(4-chlorophenyl)-2-[N-(2-hydr... The reactants are CCOC(=O)C1(c2ccc(-c3ccc(-c4onc(C)c4N)cc3)cc2)CC1, CC(=O)CCc1cccc(F)c1. Product: CCOC(=O)C1(c2ccc(-c3ccc(-c4onc(C)c4NC(C)CCc4cccc(F)c4)cc3)cc2)CC1. RXN SMILES: [CH2:1]([CH3:2])[O:3][C:4](=[O:5])[C:6]1([c:9]2[cH:10][cH:11][c:12](-[c:15]3[cH:16][cH:17][c:18](-[c:21]4[c:22]([NH2:27])[c:23]([CH3:26])[n:24][o:25]4)[cH:19][cH:20]3)[cH:13][cH:14]2)[CH2:7][CH2:8]1.[F:28][c:29]1[cH:30][c:31]([CH2:35][CH2:36][C:37]([CH3:38])=[O:39])[cH:32][cH:33][cH:34]1>>[CH2:1]([CH3:2])[O:3][C:4](=[O:5])[C:6]1([c:9]2[cH:10][cH:11][c:12](-[c:15]3[cH:16][cH:17][c:18](-[c:21]4[c:22]([NH:27][CH:37]([CH2:36][CH2:35][c:31]5[cH:30][c:29]([F:28])[cH:34][cH:33][cH:32]5)[CH3:38])[c:23]([CH3:26])[n:24][o:25]4)[cH:19][cH:20]3)[cH:13][cH:14]2)[CH2:7][CH2:8]1. The reactants are ClP(C1=CC(=C(C(=C1)C(C)(C)C)OC)C(C)(C)C)C1=CC(=C(C(=C1)C(C)(C)C)OC)C(C)(C)C (chlorobis(3,5-di-tert-butyl-4-methoxyphenyl)phosphine), OO (H2O2), BrC1=CC(=CC(=C1)OC)OC (1-Bromo-3,5-dimethoxybenzene), [Mg] (magnesium). The reagents and catalysts are II (iodine). The solvent is C1CCOC1 (THF), O (water), C1CCOC1 (THF), C1CCOC1 (THF). Run at time 0.5 hour. Yields the product C(C)(C)(C)C=1C=C(C=C(C1OC)C(C)(C)C)P(C1=CC(=CC(=C1)OC)OC)(C1=CC(=C(C(=C1)C(C)(C)C)OC)C(C)(C)C)=O (bis(3,5-di-tert-butyl-4-methoxyphenyl)(3,5-dimethoxyphenyl)phosphine oxide). The yield is 95.7%. RXN SMILES: Br[C:2]1[CH:7]=[C:6]([O:8][CH3:9])[CH:5]=[C:4]([O:10][CH3:11])[CH:3]=1.[Mg].Cl[P:14]([C:31]1[CH:36]=[C:35]([C:37]([CH3:40])([CH3:39])[CH3:38])[C:34]([O:41][CH3:42])=[C:33]([C:43]([CH3:46])([CH3:45])[CH3:44])[CH:32]=1)[C:15]1[CH:20]=[C:19]([C:21]([CH3:24])([CH3:23])[CH3:22])[C:18]([O:25][CH3:26])=[C:17]([C:27]([CH3:30])([CH3:29])[CH3:28])[CH:16]=1.[OH:47]O>C1COCC1.II.O>[C:37]([C:35]1[CH:36]=[C:31]([P:14](=[O:47])([C:15]2[CH:20]=[C:19]([C:21]([CH3:23])([CH3:22])[CH3:24])[C:18]([O:25][CH3:26])=[C:17]([C:27]([CH3:28])([CH3:29])[CH3:30])[CH:16]=2)[C:2]2[CH:7]=[C:6]([O:8][CH3:9])[CH:5]=[C:4]([O:10][CH3:11])[CH:3]=2)[CH:32]=[C:33]([C:43]([CH3:44])([CH3:46])[CH3:45])[C:34]=1[O:41][CH3:42])([CH3:38])([CH3:40])[CH3:39]. Procedure details: 1-Bromo-3,5-dimethoxybenzene (25.5 g, 117.5 mmol) in THF (150 mL) was added to a mixture of magnesium (3.14 g, 129.2 mmol) and iodine (120 mg) in THF (100 mL). The mixture was refluxed for 1 hour after the addition was completed. It was cooled to RT. The resulting light brown solution was transferred to another flask. It was cooled to −78° C. and chlorobis(3,5-di-tert-butyl-4-methoxyphenyl)phosphine (59.3 g, 117.4 mmol) in THF (100 mL) was added dropwise at −78° C. The resulting mixture was stir... The reactants are CC(C)(C)OC(=O)Nc1ccccc1NC(=O)c1cc2cc(CCO)ccc2o1, C1CCOC1, Cl, C1COCCO1. Yields the product Nc1ccccc1NC(=O)c1cc2cc(CCO)ccc2o1. RXN SMILES: [C:1]([O:2][C:3](=[O:4])[NH:7][c:8]1[c:9]([NH:14][C:15](=[O:16])[c:17]2[o:18][c:19]3[c:20]([cH:21]2)[cH:22][c:23]([CH2:26][CH2:27][OH:28])[cH:24][cH:25]3)[cH:10][cH:11][cH:12][cH:13]1)([CH3:5])([CH3:6])[CH3:29].[CH2:31]1[O:32][CH2:33][CH2:34][CH2:35]1.[ClH:30].[O:36]1[CH2:37][CH2:38][O:39][CH2:40][CH2:41]1>>[NH2:7][c:8]1[c:9]([NH:14][C:15](=[O:16])[c:17]2[o:18][c:19]3[c:20]([cH:21]2)[cH:22][c:23]([CH2:26][CH2:27][OH:28])[cH:24][cH:25]3)[cH:10][cH:11][cH:12][cH:13]1. Reactants: NC1=C(C=CC=C1)C=1S(C=CC1)=O (2-(2-amino-phenyl)-thienone), solid, [OH-].[K+] (potassium hydroxide), O.NN (hydrazine hydrate), C(COCCO)O (diethylene glycol). Product: NC1=C(CC=2SC=CC2)C=CC=C1 (2-(2-aminobenzyl)-thiophene). RXN SMILES: N[C:2]1[CH:7]=[CH:6][CH:5]=C[C:3]=1[C:8]1[S:9](=O)[CH:10]=[CH:11][CH:12]=1.[OH-].[K+].O.[NH2:17]N.C(O)CO[CH2:22][CH2:23]O>>[NH2:17][C:23]1[CH:22]=[CH:5][CH:6]=[CH:7][C:2]=1[CH2:3][C:8]1[S:9][CH:10]=[CH:11][CH:12]=1 |f:1.2,3.4|. Reported procedure: 14.8 g of 2-(2-amino-phenyl)-thienone, 23.8 g of solid potassium hydroxide and 19.6 g of hydrazine hydrate are heated to the boil at reflux in 180 cc of diethylene glycol for 3 hours. After diluting the reaction mixture with ice water, extraction is effected with ether. The ether phase is washed thrice with water, dried over sodium sulphate and concentrated. 2-(2-aminobenzyl)-thiophene is obtained in the form of a light yellow oil having a B.P. of 128°-130° at 0.1 mm of Hg. Yields the product N#Cc1ccc(C(F)(F)F)c(OCC(F)(F)F)c1. As a reaction SMILES: [C:33]([O:34][CH3:35])([CH3:36])([CH3:37])[CH3:38].[CH2:28]1[O:29][CH2:30][CH2:31][CH2:32]1.[CH3:20][CH:21]([CH2:22][CH2:23][O:24][N:25]=[O:26])[CH3:27].[NH2:1][c:2]1[c:3]([C:4]#[N:5])[cH:6][c:7]([O:14][CH2:15][C:16]([F:17])([F:18])[F:19])[c:8]([C:10]([F:11])([F:12])[F:13])[cH:9]1>>[cH:2]1[c:3]([C:4]#[N:5])[cH:6][c:7]([O:14][CH2:15][C:16]([F:17])([F:18])[F:19])[c:8]([C:10]([F:11])([F:12])[F:13])[cH:9]1. Reactants: COC(C)(C)C, C1CCOC1, CC(C)CCON=O, N#Cc1cc(OCC(F)(F)F)c(C(F)(F)F)cc1N. The reactants are OC(C1=C(C=NC=2N(C(N(C(C21)=O)CCCOC2OCCCC2)=O)C)OC(C)C)C2=CC=CC=C2 (5-(hydroxy(phenyl)methyl)-6-isopropoxy-1-methyl-3-(3-(tetrahydro-2H-pyran-2-yloxy)propyl)pyrido[2,3-d]pyrimidine-2,4(1H,3H)-dione). The reagents and catalysts are [Zn] (Zn). Run in C(=O)O (HCOOH). Reaction conditions: temperature 80 celsius. Product: C(=O)OCCCN1C(N(C2=C(C1=O)C(=C(C=N2)OC(C)C)CC2=CC=CC=C2)C)=O (3-(5-benzyl-6-isopropoxy-1-methyl-2,4-dioxo-1,2-dihydropyrido[2,3-d]pyrimidin-3(4H)-yl)propyl formate). The yield is 82.2%. As a reaction SMILES: O[CH:2]([C:30]1[CH:35]=[CH:34][CH:33]=[CH:32][CH:31]=1)[C:3]1[C:12]2[C:11](=[O:13])[N:10]([CH2:14][CH2:15][CH2:16][O:17][CH:18]3CCCC[O:19]3)[C:9](=[O:24])[N:8]([CH3:25])[C:7]=2[N:6]=[CH:5][C:4]=1[O:26][CH:27]([CH3:29])[CH3:28]>C(O)=O.[Zn]>[CH:18]([O:17][CH2:16][CH2:15][CH2:14][N:10]1[C:11](=[O:13])[C:12]2[C:3]([CH2:2][C:30]3[CH:35]=[CH:34][CH:33]=[CH:32][CH:31]=3)=[C:4]([O:26][CH:27]([CH3:28])[CH3:29])[CH:5]=[N:6][C:7]=2[N:8]([CH3:25])[C:9]1=[O:24])=[O:19]. Procedure: To a solution of 5-(hydroxy(phenyl)methyl)-6-isopropoxy-1-methyl-3-(3-(tetrahydro-2H-pyran-2-yloxy)propyl)pyrido[2,3-d]pyrimidine-2,4(1H,3H)-dione (100 mg, 0.207 mmol) in HCOOH (2 mL) was added Zn dust (67.2 mg, 1.034 mmol). The reaction was heated at 80° C. for 1 h then cooled to RT and filtered. The filtrate was concentrated and dried to a residue which was purified by Prep TLC eluted with PE/EA (2:1) to give 3-(5-benzyl-6-isopropoxy-1-methyl-2,4-dioxo-1,2-dihydropyrido[2,3-d]pyrimidin-3(4H)-y...